From a dataset of the Open Reaction Database (ORD), a public repository of structured organic reaction records. describe an organic reaction: reactants, conditions, products, and yield Reactants: [BH4-], C1CCOC1, O=Cc1ccccc1-c1ccc(CC23CCCCN2C(=O)N(c2cc(Cl)cc(Cl)c2)C3=O)cc1, [Na+], O. Product: O=C1N(c2cc(Cl)cc(Cl)c2)C(=O)C2(Cc3ccc(-c4ccccc4CO)cc3)CCCCN12. Reaction SMILES: [BH4-:1].[CH2:37]1[O:38][CH2:39][CH2:40][CH2:41]1.[CH:3](=[O:4])[c:5]1[c:6](-[c:11]2[cH:12][cH:13][c:14]([CH2:15][C:16]34[CH2:17][CH2:18][CH2:19][CH2:20][N:21]3[C:22](=[O:34])[N:23]([c:26]3[cH:27][c:28]([Cl:33])[cH:29][c:30]([Cl:32])[cH:31]3)[C:24]4=[O:25])[cH:35][cH:36]2)[cH:7][cH:8][cH:9][cH:10]1.[Na+:2].[OH2:42]>>[CH2:3]([OH:4])[c:5]1[c:6](-[c:11]2[cH:12][cH:13][c:14]([CH2:15][C:16]34[CH2:17][CH2:18][CH2:19][CH2:20][N:21]3[C:22](=[O:34])[N:23]([c:26]3[cH:27][c:28]([Cl:33])[cH:29][c:30]([Cl:32])[cH:31]3)[C:24]4=[O:25])[cH:35][cH:36]2)[cH:7][cH:8][cH:9][cH:10]1. Starting materials: CC(C)(C)[Si](Cl)(c1ccccc1)c1ccccc1, O=C(NC1CCC(O)c2ccc(F)cc21)C(F)(F)F, CN(C)C=O, c1c[nH]cn1. Yields the product CC(C)(C)[Si](OC1CCC(NC(=O)C(F)(F)F)c2cc(F)ccc21)(c1ccccc1)c1ccccc1. Reaction SMILES: [C:25]([CH3:26])([CH3:27])([CH3:28])[Si:29]([c:30]1[cH:31][cH:32][cH:33][cH:34][cH:35]1)([c:36]1[cH:37][cH:38][cH:39][cH:40][cH:41]1)[Cl:42].[F:1][C:2]([C:3](=[O:4])[NH:5][CH:6]1[CH2:7][CH2:8][CH:9]([OH:17])[c:10]2[cH:11][cH:12][c:13]([F:16])[cH:14][c:15]21)([F:18])[F:19].[O:43]=[CH:44][N:45]([CH3:46])[CH3:47].[nH:20]1[cH:21][cH:22][n:23][cH:24]1>>[F:1][C:2]([C:3](=[O:4])[NH:5][CH:6]1[CH2:7][CH2:8][CH:9]([O:17][Si:29]([C:25]([CH3:26])([CH3:27])[CH3:28])([c:30]2[cH:31][cH:32][cH:33][cH:34][cH:35]2)[c:36]2[cH:37][cH:38][cH:39][cH:40][cH:41]2)[c:10]2[cH:11][cH:12][c:13]([F:16])[cH:14][c:15]21)([F:18])[F:19]. Starting materials: C(C)(C)(C)OC(=O)N1CCN(CC1)C(CNC1=C(C=C(C(=C1)C1=C(C=CC=C1)Cl)Cl)OC)=O (tert-butyl-4-(2-(5-(2-chlorophenyl)-4-chloro-2-methoxyphenylamino)acetyl)piperazine-1-carboxylate), Cl (HCl), CO (MeOH). Solvent: C(Cl)Cl (DCM). Run at time 1 hour. Yields the product ClC1=C(C=CC=C1)C=1C(=CC(=C(C1)NCC(=O)N1CCNCC1)OC)Cl (2-(5-(2-Chlorophenyl)-4-chloro-2-methoxyphenylamino)-1-(piperazin-1-yl)ethanone). RXN SMILES: C(OC([N:8]1[CH2:13][CH2:12][N:11]([C:14](=[O:33])[CH2:15][NH:16][C:17]2[CH:22]=[C:21]([C:23]3[CH:28]=[CH:27][CH:26]=[CH:25][C:24]=3[Cl:29])[C:20]([Cl:30])=[CH:19][C:18]=2[O:31][CH3:32])[CH2:10][CH2:9]1)=O)(C)(C)C.Cl.CO>C(Cl)Cl>[Cl:29][C:24]1[CH:25]=[CH:26][CH:27]=[CH:28][C:23]=1[C:21]1[C:20]([Cl:30])=[CH:19][C:18]([O:31][CH3:32])=[C:17]([NH:16][CH2:15][C:14]([N:11]2[CH2:12][CH2:13][NH:8][CH2:9][CH2:10]2)=[O:33])[CH:22]=1. Reported procedure: To a solution of tert-butyl-4-(2-(5-(2-chlorophenyl)-4-chloro-2-methoxyphenylamino)acetyl)piperazine-1-carboxylate (150 mg, 0.304 mmol) in DCM (2 mL), a solution of HCl in MeOH (10 mL, 29 mmol) was added. The mixture was stirred at room temperature for 1 h and then concentrated in vacuo to afford the crude product which was used in the next step without further purification. Reactants: S(=O)(=O)(Cl)Cl (sulfuryl chloride), C(C)(=O)OC=1C=CC2=C(COC(N2)=O)C1 (6-acetoxy-4H-3,1-benzoxazin-2-one), CCOCC (ether). The solvent is C(C)(=O)O (acetic acid). Reaction conditions: time 36 hour. The product is C(C)(=O)OC=1C=C(C2=C(COC(N2)=O)C1)Cl (6-Acetoxy-8-chloro-4H-3,1-benzoxazin-2-one). RXN SMILES: [C:1]([O:4][C:5]1[CH:6]=[CH:7][C:8]2[NH:13][C:12](=[O:14])[O:11][CH2:10][C:9]=2[CH:15]=1)(=[O:3])[CH3:2].S(Cl)([Cl:19])(=O)=O.CCOCC>C(O)(=O)C>[C:1]([O:4][C:5]1[CH:6]=[C:7]([Cl:19])[C:8]2[NH:13][C:12](=[O:14])[O:11][CH2:10][C:9]=2[CH:15]=1)(=[O:3])[CH3:2]. Procedure details: A quantity of 14.5 gm (0.07 mol) of 6-acetoxy-4H-3,1-benzoxazin-2-one (prepared from 6-hydroxy-4H-3,1-benzoxazin-2-one and acetic anhydride; m.p. 173°-175° C.) is dissolved in 150 ml of glacial acetic acid, mixed with 10.8 gm (6.5 ml=0.08 mol) of sulfuryl chloride, and stirred for 36 hours at ambient temperature. After addition of 30 ml of ether, the mixture is cooled to 0° C., and the precipitate is subjected to suction filtration, washed with ether, and dried.